The task is: describe an organic reaction: reactants, conditions, products, and yield. This data is from the Open Reaction Database (ORD), a public repository of structured organic reaction records. Reactants: O1CCC(CC1)C(=O)OC (methyl tetrahydro-2H-pyran-4-carboxylate), CC(C)(CC)[O-].[K+] (potassium 2-methylbutan-2-olate), C1(=CC=CC=C1)C (toluene), C(C)#N (acetonitrile), Cl.C1(=CC=C(C=C1)NN)C (p-tolylhydrazine hydrochloride), Cl (hydrochloric acid). Solvent: C1CCOC1 (THF). The product is O1CCC(CC1)C1=NN(C(=C1)N)C1=CC=C(C=C1)C (3-(Tetrahydro-2H-pyran-4-yl)-1-p-tolyl-1H-pyrazol-5-amine). Reaction SMILES: [C:1](#[N:3])[CH3:2].CC([O-])(CC)C.[K+].C1(C)C=CC=CC=1.[O:18]1[CH2:23][CH2:22][CH:21]([C:24](OC)=O)[CH2:20][CH2:19]1.Cl.[C:29]1([CH3:37])[CH:34]=[CH:33][C:32]([NH:35][NH2:36])=[CH:31][CH:30]=1.Cl>C1COCC1>[O:18]1[CH2:23][CH2:22][CH:21]([C:24]2[CH:2]=[C:1]([NH2:3])[N:35]([C:32]3[CH:33]=[CH:34][C:29]([CH3:37])=[CH:30][CH:31]=3)[N:36]=2)[CH2:20][CH2:19]1 |f:1.2,5.6|. Procedure: To a mixture of acetonitrile (500 μL, 390 mg, 9.60 mmol) in THF (30 mL) at RT was added a solution of potassium 2-methylbutan-2-olate in toluene (1.7 M, 17.0 mL, 29.0 mmol) followed by the dropwise addition of methyl tetrahydro-2H-pyran-4-carboxylate (5.1 mL, 5.5 g, 38 mmol) and the reaction mixture maintained at RT for 16 hr. The resulting mixture was concentrated in vacuo to a volume of ˜20 mL, was diluted with EtOH (20 mL) and treated with p-tolylhydrazine hydrochloride (1.52 g, 9.57 mmol) an... Reactants: ClC=1N=C(C2=C(N1)C=C(S2)NC(OC(C)(C)C)=O)N2CCOCC2 (Tert-butyl 2-chloro-4-morpholinothieno[3,2-d]pyrimidin-6-ylcarbamate), CC1(OB(OC1(C)C)C1=C2C=NNC2=CC=C1)C (4-(4,4,5,5-tetramethyl-[1,3,2]dioxaborolan-2-yl)-1H-indazole). Product: N1N=CC2=C(C=CC=C12)C=1N=C(C2=C(N1)C=C(S2)N)N2CCOCC2 (2-(1H-Indazol-4-yl)-4-morpholinothieno[3,2-d]pyrimidin-6-amine). As a reaction SMILES: Cl[C:2]1[N:3]=[C:4]([N:19]2[CH2:24][CH2:23][O:22][CH2:21][CH2:20]2)[C:5]2[S:10][C:9]([NH:11]C(=O)OC(C)(C)C)=[CH:8][C:6]=2[N:7]=1.CC1(C)C(C)(C)OB([C:33]2[CH:41]=[CH:40][CH:39]=[C:38]3[C:34]=2[CH:35]=[N:36][NH:37]3)O1>>[NH:37]1[C:38]2[C:34](=[C:33]([C:2]3[N:3]=[C:4]([N:19]4[CH2:20][CH2:21][O:22][CH2:23][CH2:24]4)[C:5]4[S:10][C:9]([NH2:11])=[CH:8][C:6]=4[N:7]=3)[CH:41]=[CH:40][CH:39]=2)[CH:35]=[N:36]1. Reported procedure: Tert-butyl 2-chloro-4-morpholinothieno[3,2-d]pyrimidin-6-ylcarbamate (50 mg) was coupled to 4-(4,4,5,5-tetramethyl-1,3,2-dioxaborolan-2-yl)-1H-indazole 7 via General Procedure A. The product was purified by reverse phase HPLC to yield 8.8 mg of 225. MS (Q1) 353 (M)+ Reactants: C1(=CC=CC=C1)C=1C=C(SC1C(F)(F)F)C1=NC(=NO1)C=1C=C(OC1)CN1CC(C1)C(=O)OCC (ethyl 1-[(4-{5-[4-phenyl-5-(trifluoromethyl)-2-thienyl]-1,2,4-oxadiazol-3-yl}-2-furyl)methyl]azetidine-3-carboxylate), C(C)(=O)O (acetic acid), C(C(=O)O)(=O)O (oxalic acid), Example 1 ( 1f ), O.[OH-].[Li+] (lithium hydroxide monohydrate). The solvent is CO (methanol), O (water), O1CCCC1 (tetrahydrofuran), CO (methanol). Yields the product C1(=CC=CC=C1)C=1C=C(SC1C(F)(F)F)C1=NC(=NO1)C=1C=C(OC1)CN1CC(C1)C(=O)O (1-[(4-{5-[4-Phenyl-5-(trifluoromethyl)-2-thienyl]-1,2,4-oxadiazol-3-yl}-2-furyl)methyl]azetidine-3-carboxylic acid). Yield: 43.1%. Reaction SMILES: [C:1]1([C:7]2[CH:8]=[C:9]([C:16]3[O:20][N:19]=[C:18]([C:21]4[CH:22]=[C:23]([CH2:26][N:27]5[CH2:30][CH:29]([C:31]([O:33]CC)=[O:32])[CH2:28]5)[O:24][CH:25]=4)[N:17]=3)[S:10][C:11]=2[C:12]([F:15])([F:14])[F:13])[CH:6]=[CH:5][CH:4]=[CH:3][CH:2]=1.O.[OH-].[Li+].C(O)(=O)C.C(O)(=O)C(O)=O>CO.O.O1CCCC1>[C:1]1([C:7]2[CH:8]=[C:9]([C:16]3[O:20][N:19]=[C:18]([C:21]4[CH:22]=[C:23]([CH2:26][N:27]5[CH2:30][CH:29]([C:31]([OH:33])=[O:32])[CH2:28]5)[O:24][CH:25]=4)[N:17]=3)[S:10][C:11]=2[C:12]([F:14])([F:13])[F:15])[CH:2]=[CH:3][CH:4]=[CH:5][CH:6]=1 |f:1.2.3|. Procedure details: To a solution of ethyl 1-[(4-{5-[4-phenyl-5-(trifluoromethyl)-2-thienyl]-1,2,4-oxadiazol-3-yl}-2-furyl)methyl]azetidine-3-carboxylate (0.20 g, 0.40 mmol) that was obtained in Example 1 (1f) in a mixed solvent of tetrahydrofuran (0.50 ml), methanol (0.50 ml) and water (0.50 ml) was added lithium hydroxide monohydrate (37 mg, 0.88 mmol) with stirring, and the resulting mixture was stirred at room temperature for 1 hour. After stirring, acetic acid (48 μl, 0.88 mmol) was added to the reaction mixtu... Starting materials: C(C)(C)(C)OC(=O)N1C2(CC2)CN(CC1)C=1N=C(C2=CC=CC=C2C1)C=1C(N(C(C1C1=CNC2=C(C=CC=C12)C)=O)CO)=O (7-{1-[1-hydroxymethyl-4-(7-methyl-1H-indol-3-yl)-2,5-dioxo-2,5-dihydro-1H-pyrrol-3-yl]-isoquinolin-3-yl}-4,7-diaza-spiro[2.5]octane-4-carboxylic acid tert-butyl ester), C1CCC2=NCCCN2CC1 (DBU), ClC(C#N)(Cl)Cl (trichloroacetonitrile), C(C)(C)(C)OP(OC(C)(C)C)(O)=O (Phosphoric acid di-tert-butyl ester). Run in C(C)#N (acetonitrile), CCOC(=O)C.C1CCCCC1 (EtOAc cyclohexane), CCOC(=O)C.C1CCCCC1 (EtOAc cyclohexane). Product: C(C)(C)(C)OC(=O)N1C2(CC2)CN(CC1)C=1N=C(C2=CC=CC=C2C1)C=1C(NC(C1C1=CNC2=C(C=CC=C12)C)=O)=O (7-{1-[4-(7-Methyl-1H-indol-3-yl)-2,5-dioxo-2,5-dihydro-1H-pyrrol-3-yl]-isoquinolin-3-yl}-4,7-diaza-spiro[2.5]octane-4-carboxylic acid tert-butyl ester). As a reaction SMILES: [C:1]([O:5][C:6]([N:8]1[CH2:15][CH2:14][N:13]([C:16]2[N:17]=[C:18]([C:26]3[C:27](=[O:44])[N:28](CO)[C:29](=[O:41])[C:30]=3[C:31]3[C:39]4[C:34](=[C:35]([CH3:40])[CH:36]=[CH:37][CH:38]=4)[NH:33][CH:32]=3)[C:19]3[C:24]([CH:25]=2)=[CH:23][CH:22]=[CH:21][CH:20]=3)[CH2:12][C:9]21[CH2:11][CH2:10]2)=[O:7])([CH3:4])([CH3:3])[CH3:2].C1CCN2C(=NCCC2)CC1.ClC(Cl)(Cl)C#N.C(OP(=O)(O)OC(C)(C)C)(C)(C)C>C(#N)C.CCOC(C)=O.C1CCCCC1>[C:1]([O:5][C:6]([N:8]1[CH2:15][CH2:14][N:13]([C:16]2[N:17]=[C:18]([C:26]3[C:27](=[O:44])[NH:28][C:29](=[O:41])[C:30]=3[C:31]3[C:39]4[C:34](=[C:35]([CH3:40])[CH:36]=[CH:37][CH:38]=4)[NH:33][CH:32]=3)[C:19]3[C:24]([CH:25]=2)=[CH:23][CH:22]=[CH:21][CH:20]=3)[CH2:12][C:9]21[CH2:11][CH2:10]2)=[O:7])([CH3:4])([CH3:2])[CH3:3] |f:5.6|. Procedure: To a solution of 7-{1-[1-hydroxymethyl-4-(7-methyl-1H-indol-3-yl)-2,5-dioxo-2,5-dihydro-1H-pyrrol-3-yl]-isoquinolin-3-yl}-4,7-diaza-spiro[2.5]octane-4-carboxylic acid tert-butyl ester (7.30 g, 12.30 mmol) in acetonitrile (60 mL) was added dropwise a solution of DBU (0.374 g, 0.371 mL, 2.46 mmol) in trichloroacetonitrile (17.8 g, 12.3 mL, 123 mmol) at r.t. under argon. The reaction mixture was stirred for 5 h at r.t. until TLC (SiO2, EtOAc/cyclohexane 6:4) indicated complete conversion. The react... The reactants are ClC=1C=C(C(=O)OO)C=CC1 (m-chloroperoxybenzoic acid), FC(C1=CC=CC=2NC(=NC21)SCC2=NC=CC(=C2)OC)(F)F (4-trifluoromethyl-2-[(4-methoxy-2-pyridylmethyl)thio]-(1H)-benzimidazole). The solvent is C(Cl)Cl (methylene chloride), C(Cl)Cl (methylene chloride). Reaction conditions: time 60 minute. The product is FC(C1=CC=CC=2NC(=NC21)S(=O)CC2=NC=CC(=C2)OC)(F)F (4-Trifluoromethyl-2-[(4-methoxy-2-pyridylmethyl)sulfinyl]-(1H)-benzimidazole). As a reaction SMILES: ClC1C=C(C=CC=1)C(OO)=[O:6].[F:12][C:13]([F:34])([F:33])[C:14]1[C:22]2[N:21]=[C:20]([S:23][CH2:24][C:25]3[CH:30]=[C:29]([O:31][CH3:32])[CH:28]=[CH:27][N:26]=3)[NH:19][C:18]=2[CH:17]=[CH:16][CH:15]=1>C(Cl)Cl>[F:34][C:13]([F:33])([F:12])[C:14]1[C:22]2[N:21]=[C:20]([S:23]([CH2:24][C:25]3[CH:30]=[C:29]([O:31][CH3:32])[CH:28]=[CH:27][N:26]=3)=[O:6])[NH:19][C:18]=2[CH:17]=[CH:16][CH:15]=1. Procedure details: 2.3 g of commercially available 85% strength m-chloroperoxybenzoic acid, dissolved in 30 ml of methylene chloride, are added dropwise to a solution, cooled to -30° C., of 3.0 g (0.0088 mole) of 4-trifluoromethyl-2-[(4-methoxy-2-pyridylmethyl)thio]-(1H)-benzimidazole in 50 ml of methylene chloride over the course of 45 minutes. The resulting mixture is then stirred for a further 60 minutes, and the temperature is subsequently allowed to rise to 0° C. After the mixture is washed with saturated aqu... Reactants: Cl.COC(CCOC1=CC(=CC=C1)C#N)=O (3-(3-cyanophenoxy)propanoic acid methyl ester hydrochloride), Cl (hydrochloric acid). The reagents and catalysts are [Pd] (palladium on carbon). Solvent: CO (methanol). The product is Cl.NCC=1C=C(OCCC(=O)OC)C=CC1 (3-[3-(aminomethyl)phenoxy]propanoic acid, methyl ester hydrochloride). The yield is 84.0%. As a reaction SMILES: [ClH:1].[CH3:2][O:3][C:4](=[O:16])[CH2:5][CH2:6][O:7][C:8]1[CH:13]=[CH:12][CH:11]=[C:10]([C:14]#[N:15])[CH:9]=1.Cl>CO.[Pd]>[ClH:1].[NH2:15][CH2:14][C:10]1[CH:9]=[C:8]([CH:13]=[CH:12][CH:11]=1)[O:7][CH2:6][CH2:5][C:4]([O:3][CH3:2])=[O:16] |f:0.1,5.6|. Reported procedure: 0.8 g (3.9 mmol) of the 3-(3-cyanophenoxy)propanoic acid methyl ester hydrochloride are dissolved in 20 ml of methanol. 0.4 ml of hydrochloric acid 10 N are added then, under an inert atmosphere, 100 mg of palladium on carbon. The mixture is agitated under a hydrogen atmosphere at ambient temperature and atmospheric pressure. The catalyst is eliminated by filtration, then the filtrate is concentrated under reduced pressure. The residue is recovered using toluene and evaporation is performed agai...